The task is: describe an organic reaction: reactants, conditions, products, and yield. This data is from the Open Reaction Database (ORD), a public repository of structured organic reaction records. Starting materials: FC1=CC=C(CN)C=C1 (4-fluorobenzylamine), ClC=1C2=C(N=C(N1)C1=CC=NC=C1)SC(=C2)C (4-chloro-2-(pyridin-4-yl)-6-methyl-thieno-[2,3-d]-pyrimidine). Yields the product N1=CC=C(C=C1)C=1N=C(C2=C(N1)SC(=C2)C)NCC2=CC=C(C=C2)F (2-(pyridin-4-yl)-4-(4-fluorobenzylamino)-6-methyl-thieno-[2,3-d]-pyrimidine). As a reaction SMILES: [F:1][C:2]1[CH:9]=[CH:8][C:5]([CH2:6][NH2:7])=[CH:4][CH:3]=1.Cl[C:11]1[C:12]2[CH:25]=[C:24]([CH3:26])[S:23][C:13]=2[N:14]=[C:15]([C:17]2[CH:22]=[CH:21][N:20]=[CH:19][CH:18]=2)[N:16]=1>>[N:20]1[CH:19]=[CH:18][C:17]([C:15]2[N:16]=[C:11]([NH:7][CH2:6][C:5]3[CH:8]=[CH:9][C:2]([F:1])=[CH:3][CH:4]=3)[C:12]3[CH:25]=[C:24]([CH3:26])[S:23][C:13]=3[N:14]=2)=[CH:22][CH:21]=1. Reported procedure: With the procedure of Example 1, the reaction of 4-fluorobenzylamine with 4-chloro-2-(pyridin-4-yl)-6-methyl-thieno-[2,3-d]-pyrimidine yields 2-(pyridin-4-yl)-4-(4-fluorobenzylamino)-6-methyl-thieno-[2,3-d]-pyrimidine. Starting materials: O=C1NC=2C=C3C(=CC2OC1)NC(=C3)C(=O)OC (methyl 6-oxo-1,5,6,7-tetrahydro-8-oxa-1,5-diaza-cyclopenta[b]naphthalene-2-carboxylate). Run in O (water). Product: O=C1NC=2C=C3C(=CC2OC1)NC(=C3)C(=O)O (6-Oxo-1,5,6,7-tetrahydro-8-oxa-1,5-diaza-cyclopenta[b]naphthalene-2-carboxylic acid). As a reaction SMILES: [O:1]=[C:2]1[CH2:11][O:10][C:9]2[CH:8]=[C:7]3[NH:12][C:13]([C:15]([O:17]C)=[O:16])=[CH:14][C:6]3=[CH:5][C:4]=2[NH:3]1>O>[O:1]=[C:2]1[CH2:11][O:10][C:9]2[CH:8]=[C:7]3[NH:12][C:13]([C:15]([OH:17])=[O:16])=[CH:14][C:6]3=[CH:5][C:4]=2[NH:3]1. Procedure details: The title compound is prepared from methyl 6-oxo-1,5,6,7-tetrahydro-8-oxa-1,5-diaza-cyclopenta[b]naphthalene-2-carboxylate according to the method described in Example 8/b. Mp.: 231-237° C. (water). Reactants: C(C)(C)(C)N1N=C(C=C1NC(CCN1N=CC=C1)=O)[C@H]1C[C@H](C1)OC(NCC1CCCCC1)=O (cyclohexylmethyl-carbamic acid cis-3-[1-tert-butyl-5-(3-pyrazol-1-yl-propionylamino)-1H-pyrazol-3-yl]-cyclobutyl ester). The solvent is C(=O)(C(F)(F)F)O (TFA). Product: N1(N=CC=C1)CCC(=O)NC1=CC(=NN1)[C@H]1C[C@H](C1)OC(NCC1CCCCC1)=O (Cyclohexylmethyl-carbamic acid cis-3-[5-(3-pyrazol-1-yl-propionylamino)-1H-pyrazol-3-yl]-cyclobutyl ester). RXN SMILES: C([N:5]1[C:9]([NH:10][C:11](=[O:19])[CH2:12][CH2:13][N:14]2[CH:18]=[CH:17][CH:16]=[N:15]2)=[CH:8][C:7]([C@@H:20]2[CH2:23][C@H:22]([O:24][C:25](=[O:34])[NH:26][CH2:27][CH:28]3[CH2:33][CH2:32][CH2:31][CH2:30][CH2:29]3)[CH2:21]2)=[N:6]1)(C)(C)C>C(O)(C(F)(F)F)=O>[N:14]1([CH2:13][CH2:12][C:11]([NH:10][C:9]2[NH:5][N:6]=[C:7]([C@@H:20]3[CH2:21][C@H:22]([O:24][C:25](=[O:34])[NH:26][CH2:27][CH:28]4[CH2:33][CH2:32][CH2:31][CH2:30][CH2:29]4)[CH2:23]3)[CH:8]=2)=[O:19])[CH:18]=[CH:17][CH:16]=[N:15]1. Procedure details: A solution of cyclohexylmethyl-carbamic acid cis-3-[1-tert-butyl-5-(3-pyrazol-1-yl-propionylamino)-1H-pyrazol-3-yl]-cyclobutyl ester from Step A (122 mg) in TFA (2 mL) was heated at 120° C. in a microwave apparatus for 10 min. The solution was concentrated and the residue was dissolved in EtOAc. The resulting solution was washed sequentially with portions of saturated aqueous NaHCO3 solution and saturated aqueous NaCl solution. The organic layer was dried over Na2SO4 and concentrated. The residu...